This data is from the Open Reaction Database (ORD), a public repository of structured organic reaction records. The task is: describe an organic reaction: reactants, conditions, products, and yield Reactants: C(C)(C)(C)OC(N(CCCl)CCCl)=O (bis-(2-chloroethyl)carbamic acid tert-butyl ester), BrC1=CC=C(C=C1)CC#N (4-bromophenylacetonitrile), [OH-].[Na+] (NaOH). Reagents/catalysts: [Br-].C(CCCCCCCCCCCCCCC)[P+](CCCC)(CCCC)CCCC (hexadecyltributylphosphonium bromide). Solvent: C1(=CC=CC=C1)C (toluene), O (H2O). Conditions: temperature 110 celsius. Product: C(C)(C)(C)OC(=O)N1CCC(CC1)(C#N)C1=CC=C(C=C1)Br (4-(4-bromo-phenyl)-4-cyano-piperidine-1-carboxylic acid tert-butyl ester). The yield is 51.7%. As a reaction SMILES: [C:1]([O:5][C:6](=[O:14])[N:7]([CH2:11][CH2:12]Cl)[CH2:8][CH2:9]Cl)([CH3:4])([CH3:3])[CH3:2].[Br:15][C:16]1[CH:21]=[CH:20][C:19]([CH2:22][C:23]#[N:24])=[CH:18][CH:17]=1.[OH-].[Na+]>C1(C)C=CC=CC=1.O.[Br-].C([P+](CCCC)(CCCC)CCCC)CCCCCCCCCCCCCCC>[C:1]([O:5][C:6]([N:7]1[CH2:11][CH2:12][C:22]([C:19]2[CH:20]=[CH:21][C:16]([Br:15])=[CH:17][CH:18]=2)([C:23]#[N:24])[CH2:9][CH2:8]1)=[O:14])([CH3:4])([CH3:3])[CH3:2] |f:2.3,6.7|. Procedure: To a mixture of bis-(2-chloro-ethyl)-carbamic acid tert-butyl ester from Step 1 (7.26 g, 30 mmol, 1 eq) and 4-bromophenylacetonitrile (5.88 g, 30 mmol, 1 eq) in 38 mL of toluene and 76 mL of H2O was added NaOH (45.6 g, 114 mmol, 10M solution) followed by hexadecyltributylphosphonium bromide (3.0 g, 6.0 mmol, 0.2 eq). The resulting dark mixture was heated to 110° C. for 2 h and then allowed to cool to ambient temperature. It was extracted with three 200 mL portions of ethyl acetate and the combin...